Dataset: the Open Reaction Database (ORD), a public repository of structured organic reaction records. Task: describe an organic reaction: reactants, conditions, products, and yield Yield: 105.7%. Reaction SMILES: [C:1]([NH:5][S:6]([CH2:9][C:10]([C:12]1[CH:17]=[CH:16][C:15]([F:18])=[CH:14][CH:13]=1)=O)(=[O:8])=[O:7])([CH3:4])([CH3:3])[CH3:2].C([O-])(=O)C.[NH4+].C([BH3-])#[N:25].[Na+]>CO>[C:1]([NH:5][S:6]([CH2:9][CH:10]([NH2:25])[C:12]1[CH:17]=[CH:16][C:15]([F:18])=[CH:14][CH:13]=1)(=[O:8])=[O:7])([CH3:4])([CH3:3])[CH3:2] |f:1.2,3.4|. Reported procedure: A solution of N-(tert-butyl)-2-(4-fluorophenyl)-2-oxoethanesulfonamide (657 mg), ammonium acetate (1.85 g) and sodium cyanoborohydride (166 mg) was stirred in methanol (12 ml) at 60° C. for 17 hours. The reaction solution was concentrated by rotary evaporation and the residue was taken up in ethyl acetate (50 ml). Then it was washed with 0.5 N aqueous sodium hydroxide solution (50 ml) and with saturated sodium chloride solution (50 ml), and the organic phase was dried over MgSO4, filtered and co... Product: C(C)(C)(C)NS(=O)(=O)CC(C1=CC=C(C=C1)F)N (N-(tert-Butyl)-2-amino-2-(4-fluorophenyl)ethanesulfonamide). Solvent: CO (methanol). The reactants are C(C)(C)(C)NS(=O)(=O)CC(=O)C1=CC=C(C=C1)F (N-(tert-butyl)-2-(4-fluorophenyl)-2-oxoethanesulfonamide), C(C)(=O)[O-].[NH4+] (ammonium acetate), C(#N)[BH3-].[Na+] (sodium cyanoborohydride). Starting materials: CC(C)(C#N)N=NC(C)(C)C#N (AIBN), CC(C)(C#N)N=NC(C)(C)C#N (AIBN), I[C@H]1C[C@@H](O[C@@H]1COC(C1=CC=CC=C1)(C1=CC=CC=C1)C1=CC=CC=C1)N1C(=O)NC(=O)C(C)=C1 (3'-deoxy-3'-iodo-5'-O-tritylthymidine), C[Sn](C)C.C[Sn](C)C (hexamethylditin), C(C)(C)(C)[N+]#[C-] (t-butylisocyanide), CC(C)(C#N)N=NC(C)(C)C#N (AIBN). The solvent is hexanes, C1(=CC=CC=C1)C (toluene). Run at temperature 80 celsius, time 24 hour. Yields the product C(#N)[C@H]1C[C@@H](O[C@@H]1COC(C1=CC=CC=C1)(C1=CC=CC=C1)C1=CC=CC=C1)N1C(=O)NC(=O)C(C)=C1 (3'-C-Cyano-3'-deoxy-5'-O-tritylthymidine). As a reaction SMILES: I[C@@H:2]1[C@@H:6]([CH2:7][O:8][C:9]([C:22]2[CH:27]=[CH:26][CH:25]=[CH:24][CH:23]=2)([C:16]2[CH:21]=[CH:20][CH:19]=[CH:18][CH:17]=2)[C:10]2[CH:15]=[CH:14][CH:13]=[CH:12][CH:11]=2)[O:5][C@@H:4]([N:28]2[CH:36]=[C:34]([CH3:35])[C:32](=[O:33])[NH:31][C:29]2=[O:30])[CH2:3]1.C[Sn](C)C.C[Sn](C)C.[C:45]([N+:49]#[C-])(C)(C)C.CC(N=NC(C#N)(C)C)(C#N)C>C1(C)C=CC=CC=1>[C:45]([C@@H:2]1[C@@H:6]([CH2:7][O:8][C:9]([C:22]2[CH:23]=[CH:24][CH:25]=[CH:26][CH:27]=2)([C:10]2[CH:15]=[CH:14][CH:13]=[CH:12][CH:11]=2)[C:16]2[CH:17]=[CH:18][CH:19]=[CH:20][CH:21]=2)[O:5][C@@H:4]([N:28]2[CH:36]=[C:34]([CH3:35])[C:32](=[O:33])[NH:31][C:29]2=[O:30])[CH2:3]1)#[N:49] |f:1.2,^1:37,41|. Procedure: The following preparation should to be performed under a hood and all precautions taken not to inhale any of reagent fumes. A suspension of 3'-deoxy-3'-iodo-5'-O-tritylthymidine (Verheyden, et al., J. Org. Chem. 1970, 35, 2868) (60 g, 0.1 mol), hexamethylditin (36 g, 22.7 ml, 0.11 mol), t-butylisocyanide (166 g, 225 ml, 2 mol), and AIBN (1.6 g, 10 mmol) in toluene (freshly distilled over Na/benzophenone, 2 lt) was thoroughly deoxygenated by bubbling argon through the reaction mixture for 30 min.... The reactants are BrC1=C(C(=CC(=C1)C(C(F)(F)F)(C(F)(F)F)F)Br)N(C(=O)C=1C(=C(C=CC1)N(C(=O)C1=CC=NC=C1)C)OC)C (N-[3-[[2,6-dibromo-4-[1,2,2,2-tetrafluoro-1-(trifluoromethyl)ethyl]phenyl]-methyl-carbamoyl]-2-methoxy-phenyl]-N-methyl-pyridine-4-carboxamide), ClC1=CC(=CC=C1)C(=O)OO (3-chloroperbenzoic acid). The solvent is ClCCl (dichloromethane). Reaction conditions: temperature 25 celsius, time 2.5 hour. Product: BrC1=C(C(=CC(=C1)C(C(F)(F)F)(C(F)(F)F)F)Br)N(C(=O)C=1C(=C(C=CC1)N(C(=O)C1=CC=[N+](C=C1)[O-])C)OC)C (N-[3-[[2,6-dibromo-4-[1,2,2,2-tetrafluoro-1-(trifluoromethyl)ethyl]phenyl]-methyl-carbamoyl]-2-methoxy-phenyl]-N-methyl-1-oxido-pyridin-1-ium-4-carboxamide). RXN SMILES: [Br:1][C:2]1[CH:7]=[C:6]([C:8]([F:17])([C:13]([F:16])([F:15])[F:14])[C:9]([F:12])([F:11])[F:10])[CH:5]=[C:4]([Br:18])[C:3]=1[N:19]([CH3:40])[C:20]([C:22]1[C:23]([O:38][CH3:39])=[C:24]([N:28]([CH3:37])[C:29]([C:31]2[CH:36]=[CH:35][N:34]=[CH:33][CH:32]=2)=[O:30])[CH:25]=[CH:26][CH:27]=1)=[O:21].ClC1C=CC=C(C(OO)=[O:49])C=1>ClCCl>[Br:1][C:2]1[CH:7]=[C:6]([C:8]([F:17])([C:9]([F:10])([F:11])[F:12])[C:13]([F:14])([F:15])[F:16])[CH:5]=[C:4]([Br:18])[C:3]=1[N:19]([CH3:40])[C:20]([C:22]1[C:23]([O:38][CH3:39])=[C:24]([N:28]([CH3:37])[C:29]([C:31]2[CH:32]=[CH:33][N+:34]([O-:49])=[CH:35][CH:36]=2)=[O:30])[CH:25]=[CH:26][CH:27]=1)=[O:21]. Procedure: To a solution of N-[3-[[2,6-dibromo-4-[1,2,2,2-tetrafluoro-1-(trifluoromethyl)ethyl]phenyl]-methyl-carbamoyl]-2-methoxy-phenyl]-N-methyl-pyridine-4-carboxamide (Example G-17) (0.051 g, 0.073 mmole) in dichloromethane (0.44 ml) was added by small portions 3-chloroperbenzoic acid (purity 70%) (0.027 g, 0.11 mmole). After 2.5 hours stirring at 25° C., the yellow solution was quenched with aqueous sodium sulfite, diluted with dichloromethane and washed twice with saturated aqueous sodium bicarbonate... Reactants: C[O-], CO, NCC1CCN(c2c(F)cc3c(=O)c(C(=O)O)cn(C4CC4)c3c2F)C1, [Na+], [Na]. The product is COc1c(N2CCC(CN)C2)c(F)cc2c(=O)c(C(=O)O)cn(C3CC3)c12. Reaction SMILES: [CH3:1][O-:2].[CH3:31][OH:32].[NH2:5][CH2:6][CH:7]1[CH2:8][N:9]([c:12]2[c:13]([F:30])[cH:14][c:15]3[c:16](=[O:29])[c:17]([C:26](=[O:27])[OH:28])[cH:18][n:19]([CH:23]4[CH2:24][CH2:25]4)[c:20]3[c:21]2[F:22])[CH2:10][CH2:11]1.[Na+:3].[Na:4]>>[CH3:1][O:2][c:21]1[c:12]([N:9]2[CH2:8][CH:7]([CH2:6][NH2:5])[CH2:11][CH2:10]2)[c:13]([F:30])[cH:14][c:15]2[c:16](=[O:29])[c:17]([C:26](=[O:27])[OH:28])[cH:18][n:19]([CH:23]3[CH2:24][CH2:25]3)[c:20]21. The reactants are [C-]#[N+]C(C)(C)C, CCOC(=O)CN, O=CNC(Cc1ccccc1)C(=O)O, C1COCCO1. The product is CCOC(=O)CNC(=O)C(Cc1ccccc1)NC=O. Reaction SMILES: [C:22]([N+:23]#[C-:24])([CH3:25])([CH3:26])[CH3:27].[CH2:15]([CH3:16])[O:17][C:18]([CH2:19][NH2:20])=[O:21].[CH:1](=[O:2])[NH:3][CH:4]([CH2:5][c:6]1[cH:7][cH:8][cH:9][cH:10][cH:11]1)[C:12](=[O:13])[OH:14].[O:28]1[CH2:29][CH2:30][O:31][CH2:32][CH2:33]1>>[CH:1](=[O:2])[NH:3][CH:4]([CH2:5][c:6]1[cH:7][cH:8][cH:9][cH:10][cH:11]1)[C:12](=[O:14])[NH:20][CH2:19][C:18]([O:17][CH2:15][CH3:16])=[O:21].